Dataset: the Open Reaction Database (ORD), a public repository of structured organic reaction records. Task: describe an organic reaction: reactants, conditions, products, and yield The reactants are O1COC2=C1C=CC(=C2)C(CC2=NC(=CC=C2)C)=O (1-Benzo[1,3]dioxol-5-yl-2-(6-methyl-pyridin-2-yl)-ethanone), BrBr (bromine). Solvent: C(C)(=O)O (acetic acid), C(C)(=O)O (acetic acid). Run at time 1 hour. Product: O1COC2=C1C=CC(=C2)C(C(C2=NC(=CC=C2)C)Br)=O (1-Benzo[1,3]dioxol-5-yl-2-bromo-2-(6-methyl-pyridin-2-yl)-ethanone). Isolated yield 92.0%. RXN SMILES: [O:1]1[C:5]2[CH:6]=[CH:7][C:8]([C:10](=[O:19])[CH2:11][C:12]3[CH:17]=[CH:16][CH:15]=[C:14]([CH3:18])[N:13]=3)=[CH:9][C:4]=2[O:3][CH2:2]1.[Br:20]Br>C(O)(=O)C>[O:1]1[C:5]2[CH:6]=[CH:7][C:8]([C:10](=[O:19])[CH:11]([Br:20])[C:12]3[CH:17]=[CH:16][CH:15]=[C:14]([CH3:18])[N:13]=3)=[CH:9][C:4]=2[O:3][CH2:2]1. Procedure: To a solution of 1-benzo[1,3]dioxol-5-yl-2-(6-methyl-pyridin-2-yl)-ethanone of Step B (2 g, 7.83 mmol) in acetic acid (15 mL) was slowly added a solution of bromine (0.40 mL, 1 equiv) in acetic acid (5 mL). The resulting reaction mixture was stirred at ambient temperature for 1 h, concentrated in vacuo, diluted with diethyl ether (20 mL) and methylene chloride (10 mL). The resulting suspension was stirred at ambient temperature for 16 hours, and then filtered to yield the title compounds as a li...